This data is from the Open Reaction Database (ORD), a public repository of structured organic reaction records. The task is: describe an organic reaction: reactants, conditions, products, and yield Reaction SMILES: [CH3:1][CH:2]([CH3:6])[CH2:3][CH:4]=O.BrBr.[NH2:9][C:10]([NH2:12])=[S:11].C(O)C>O1CCOCC1>[NH2:12][C:10]1[S:11][C:3]([CH:2]([CH3:6])[CH3:1])=[CH:4][N:9]=1. Procedure details: 2 ml (18.6 mmol) of 3-methylbutyraldehyde were dissolved in 15 ml of dioxane. 40.4 ml (18.6 mmol) of a solution 2% v/v of bromine in dioxane was dropped therein at 0° C. The mixture was maintained at room temperature under stirring for 2 hours, then 2.83 g (37.2 mmol) of thiourea and 5 ml of ethanol were added. After 6 hours at room temperature the solution was evaporated to dryness, the residue was dissolved in methylene chloride and the product extracted with 1M hydrochloric acid; the aqueous ... Run at time 2 hour. The reactants are solution, BrBr (bromine), CC(CC=O)C (3-methylbutyraldehyde), NC(=S)N (thiourea), C(C)O (ethanol). The solvent is O1CCOCC1 (dioxane), O1CCOCC1 (dioxane). The yield is 41.6%. The product is NC=1SC(=CN1)C(C)C (2-amino-5-isopropyl-1,3-thiazole).